From a dataset of the Open Reaction Database (ORD), a public repository of structured organic reaction records. describe an organic reaction: reactants, conditions, products, and yield The reactants are FC1=C2C(=C3C=CC(OC3=C1F)C1CCC(CC1)CCC)CCCO2 (5,6-difluoro-8-(4-propylcyclohexyl)-1,2,3,8-tetrahydropyrano[3,2-f]chromene). The reagents and catalysts are [Pd] (Pd/C). Solvent: C1CCOC1 (THF). The product is FC1=C2C(=C3CCCOC3=C1F)CCC(O2)C2CCC(CC2)CCC (5,6-difluoro-3-(4-propylcyclohexyl)-1,2,3,8,9,10-hexahydropyrano[3,2-f]chromene). RXN SMILES: [F:1][C:2]1[C:11]([F:12])=[C:10]2[C:5]([CH:6]=[CH:7][CH:8]([CH:13]3[CH2:18][CH2:17][CH:16]([CH2:19][CH2:20][CH3:21])[CH2:15][CH2:14]3)[O:9]2)=[C:4]2[CH2:22][CH2:23][CH2:24][O:25][C:3]=12>C1COCC1.[Pd]>[F:12][C:11]1[C:2]([F:1])=[C:3]2[C:4]([CH2:22][CH2:23][CH2:24][O:25]2)=[C:5]2[CH2:6][CH2:7][CH:8]([CH:13]3[CH2:18][CH2:17][CH:16]([CH2:19][CH2:20][CH3:21])[CH2:15][CH2:14]3)[O:9][C:10]=12. Reported procedure: 4.0 g (11.5 mmol) of 5,6-difluoro-8-(4-propylcyclohexyl)-1,2,3,8-tetrahydropyrano[3,2-f]chromene are hydrogenated at atmospheric pressure in THF and in the presence of Pd/C (5% of Pd). The reaction solution is filtered, and the filtrate is evaporated to dryness. The residue is purified by column chromatography (SiO2, n-heptane:1-chlorobutane=1:1). The further purification is carried out by repeated recrystallisation from n-heptane at 5° C., giving 5,6-difluoro-3-(4-propylcyclohexyl)-1,2,3,8,9,10...